Dataset: the Open Reaction Database (ORD), a public repository of structured organic reaction records. Task: describe an organic reaction: reactants, conditions, products, and yield Reactants: [PdCl(π-allyl)]2, C[Mg]Cl (MeMgCl), [Cl-].[NH4+] (ammonium chloride), solution, Teflon, C1=CC=CC=2C3=CC=CC=C3NC12 (Carbazole), xylenes, ClC1=CC=C(C=C1)OC (4-chloroanisole). Reagents/catalysts: CC1(CC1(C2=CC=CC=C2)C3=CC=CC=C3)P(C(C)(C)C)C(C)(C)C (cBRIDP). Run in C1CCOC1 (THF), C1CCOC1 (THF), O (water), C1(=CC=CC=C1)C (toluene). Run at temperature 5 celsius. Product: O(C)C1=CC=C(C=C1)N1C2=CC=CC=C2C=2C=CC=CC12 (N-(4-methoxylphenyl)carbazole). Isolated yield 93.3%. RXN SMILES: [CH:1]1[C:13]2[NH:12][C:11]3[C:6](=[CH:7][CH:8]=[CH:9][CH:10]=3)[C:5]=2[CH:4]=[CH:3][CH:2]=1.C[Mg]Cl.Cl[C:18]1[CH:23]=[CH:22][C:21]([O:24][CH3:25])=[CH:20][CH:19]=1.[Cl-].[NH4+]>C1(C)C=CC=CC=1.CC1(P(C(C)(C)C)C(C)(C)C)C(C2C=CC=CC=2)(C2C=CC=CC=2)C1.O.C1COCC1>[O:24]([C:21]1[CH:22]=[CH:23][C:18]([N:12]2[C:11]3[CH:10]=[CH:9][CH:8]=[CH:7][C:6]=3[C:5]3[C:13]2=[CH:1][CH:2]=[CH:3][CH:4]=3)=[CH:19][CH:20]=1)[CH3:25] |f:3.4|. Procedure details: [PdCl(π-allyl)]2 (23.1 mg, 0.1 mol %) and cBRIDP (89.0 mg, 0.4 mol %) were placed into a 50 mL, two-necked, round bottomed flask equipped a gas inlet, and the flask was evacuated and filled with nitrogen. Subsequently, to the mixture was added dehydrated THF (8.2 mL, 101.0 mmol, 1.6 equivalents) to prepare a catalyst solution. A 200 mL, four-necked, round-bottomed flask equipped with a Teflon® coated magnetic stirring bar, condenser, dropping funnel, thermometer, and a gas inlet was evacuated an... Reactants: CCOC(=O)N1CCC(N)CC1, COC(=O)c1c(O)c2cc(Cl)ccc2[nH]c1=O, CC#N, ClCCl, Cc1ccc(S(=O)(=O)Cl)cc1. The product is CCOC(=O)N1CCC(Nc2c(C(=O)OC)c(=O)[nH]c3ccc(Cl)cc23)CC1. RXN SMILES: [CH2:29]([CH3:30])[O:31][C:32](=[O:33])[N:34]1[CH2:35][CH2:36][CH:37]([NH2:40])[CH2:38][CH2:39]1.[CH3:1][O:2][C:3](=[O:4])[c:5]1[c:6](=[O:17])[nH:7][c:8]2[cH:9][cH:10][c:11]([Cl:16])[cH:12][c:13]2[c:14]1[OH:15].[CH3:41][C:42]#[N:43].[Cl:44][CH2:45][Cl:46].[c:18]1([CH3:19])[cH:20][cH:21][c:22]([S:23]([Cl:24])(=[O:25])=[O:26])[cH:27][cH:28]1>>[CH3:1][O:2][C:3](=[O:4])[c:5]1[c:6](=[O:17])[nH:7][c:8]2[cH:9][cH:10][c:11]([Cl:16])[cH:12][c:13]2[c:14]1[NH:40][CH:37]1[CH2:36][CH2:35][N:34]([C:32]([O:31][CH2:29][CH3:30])=[O:33])[CH2:39][CH2:38]1. Reactants: C(C)(=O)C1=CC=C(C(=C1NC(=O)C=1N=C(OC1)NC(C)C)Cl)OC (2-Isopropylamino-oxazole-4-carboxylic acid (6-acetyl-2-chloro-3-methoxyphenyl)amide), Cl (HCl), C1CCOC1 (THF), [H-].[Na+] (NaH), [H-].[Na+] (NaH). Solvent: O (H2O), CC#N (CH3CN), CCOCC (ether), C1(=CC=CC=C1)C (toluene). Conditions: temperature 110 celsius, time 1 hour. The product is ClC=1C(=CC=C2C(=CC(=NC12)C=1N=C(OC1)NC(C)C)O)OC (8-chloro-2-(2-isopropylaminooxazol-4-yl)-7-methoxy-quinolin-4-ol). The yield is 102.7%. RXN SMILES: [C:1]([C:4]1[C:9]([NH:10][C:11]([C:13]2[N:14]=[C:15]([NH:18][CH:19]([CH3:21])[CH3:20])[O:16][CH:17]=2)=O)=[C:8]([Cl:22])[C:7]([O:23][CH3:24])=[CH:6][CH:5]=1)(=[O:3])[CH3:2].[H-].[Na+].C1COCC1.Cl>C1(C)C=CC=CC=1.CCOCC.O.CC#N>[Cl:22][C:8]1[C:7]([O:23][CH3:24])=[CH:6][CH:5]=[C:4]2[C:9]=1[N:10]=[C:11]([C:13]1[N:14]=[C:15]([NH:18][CH:19]([CH3:21])[CH3:20])[O:16][CH:17]=1)[CH:2]=[C:1]2[OH:3] |f:1.2|. Reported procedure: 2-Isopropylamino-oxazole-4-carboxylic acid (6-acetyl-2-chloro-3-methoxyphenyl)amide (863 mg, 2.45 mmol) was suspended in toluene (20 ml). NaH (147.3 mg, 3.7 mmol) was added to the vigorously stirred mixture while monitoring H2 evolution. The reaction was refluxed (110° C.) for 3 h. After cooling, additional NaH (approx 80 mg) was carefully added, followed by 20 mL of THF to aid solubility. The mixture was heated for an additional 2 h. After cooling to room temperature, the reaction mixture was a... Reactants: CCOCC (ether), 2.2.2octane, FC(C=1C=C(CN2C(OCC(C2)(CCOS(=O)(=O)C)C2=CC(=C(C=C2)Cl)Cl)=O)C=C(C1)C(F)(F)F)(F)F (3-[3,5-Bis(trifluoromethyl)benzyl]-5-(3,4-dichlorophenyl)-5-[2-(methanesulfonyloxy)ethyl]tetrahydro-2H-1,3-oxazin-2-one), CN(C)C=O (DMF), O (water). Run at temperature 60 celsius. Yields the product [Cl-].ClC=1C=C(C=CC1Cl)C1(CN(C(OC1)=O)CC1=CC(=CC(=C1)C(F)(F)F)C(F)(F)F)CC[N+]12CCC(CC1)(CC2)C2=CC=CC=C2 (5-(3,4-Dichlorophenyl)-5-[2-[4-phenyl-1-azoniabicyclo[2.2.2]oct-1-yl]ethyl]-3-[3,5-bis(trifluoromethyl)benzyl]tetrahydro-2H-1,3-oxazin-2-one chloride). RXN SMILES: [F:1][C:2]([F:37])([F:36])[C:3]1[CH:4]=[C:5]([CH:29]=[C:30]([C:32]([F:35])([F:34])[F:33])[CH:31]=1)[CH2:6][N:7]1[CH2:12][C:11]([C:20]2[CH:25]=[CH:24][C:23]([Cl:26])=[C:22]([Cl:27])[CH:21]=2)([CH2:13][CH2:14]OS(C)(=O)=O)[CH2:10][O:9][C:8]1=[O:28].O.CCO[CH2:42][CH3:43].[CH3:44][N:45]([CH:47]=O)[CH3:46]>>[Cl-:26].[Cl:27][C:22]1[CH:21]=[C:20]([C:11]2([CH2:13][CH2:14][N+:45]34[CH2:47][CH2:29][C:5]([C:43]5[CH:42]=[CH:30][CH:31]=[CH:3][CH:2]=5)([CH2:6][CH2:46]3)[CH2:4][CH2:44]4)[CH2:10][O:9][C:8](=[O:28])[N:7]([CH2:6][C:5]3[CH:29]=[C:30]([C:32]([F:34])([F:33])[F:35])[CH:31]=[C:3]([C:2]([F:1])([F:36])[F:37])[CH:4]=3)[CH2:12]2)[CH:25]=[CH:24][C:23]=1[Cl:26] |f:4.5|. Reported procedure: A mixture of 0.53 g of 4-phenyl-1-azabicyclo[2.2.2octane and 1.4 g of the compound obtained in step C of EXAMPLE 4 in 5 ml of DMF is heated at 60° C. for 5 hours. After cooling to RT, the reaction mixture is poured into water and extracted with DCM, the organic phase is washed twice with 2 N HCl solution and three times with saturated NaCl solution and dried over MgSO4 and the solvent is evaporated off under vacuum. The residue is chromatographed on silica using DCM and then a DCM/MeOH mixture (... Starting materials: BrC1=C(C2=C(S1)CCC2)C(=O)OC (methyl 2-bromo-5,6-dihydro-4H-cyclopenta[b]thiophene-3-carboxylate), C1(=CC=CC=C1)B(O)O (phenyl boronic acid), O (Water), C(=O)([O-])[O-].[Na+].[Na+] (Na2CO3). Reagents/catalysts: C=1C=CC(=CC1)[P](C=2C=CC=CC2)(C=3C=CC=CC3)[Pd]([P](C=4C=CC=CC4)(C=5C=CC=CC5)C=6C=CC=CC6)([P](C=7C=CC=CC7)(C=8C=CC=CC8)C=9C=CC=CC9)[P](C=1C=CC=CC1)(C=1C=CC=CC1)C=1C=CC=CC1 (Pd(PPh3)4). Run in O1CCOCC1 (dioxane). Conditions: temperature 90 celsius, time 15 hour. The product is C1(=CC=CC=C1)C1=C(C2=C(S1)CCC2)C(=O)OC (methyl 2-phenyl-5,6-dihydro-4H-cyclopenta[b]thiophene-3-carboxylate). Reaction SMILES: Br[C:2]1[S:6][C:5]2[CH2:7][CH2:8][CH2:9][C:4]=2[C:3]=1[C:10]([O:12][CH3:13])=[O:11].[C:14]1(B(O)O)[CH:19]=[CH:18][CH:17]=[CH:16][CH:15]=1.C([O-])([O-])=O.[Na+].[Na+].O>O1CCOCC1.C1C=CC([P]([Pd]([P](C2C=CC=CC=2)(C2C=CC=CC=2)C2C=CC=CC=2)([P](C2C=CC=CC=2)(C2C=CC=CC=2)C2C=CC=CC=2)[P](C2C=CC=CC=2)(C2C=CC=CC=2)C2C=CC=CC=2)(C2C=CC=CC=2)C2C=CC=CC=2)=CC=1>[C:14]1([C:2]2[S:6][C:5]3[CH2:7][CH2:8][CH2:9][C:4]=3[C:3]=2[C:10]([O:12][CH3:13])=[O:11])[CH:19]=[CH:18][CH:17]=[CH:16][CH:15]=1 |f:2.3.4,^1:39,41,60,79|. Reported procedure: To a suspension of methyl 2-bromo-5,6-dihydro-4H-cyclopenta[b]thiophene-3-carboxylate, phenyl boronic acid, and Pd(PPh3)4 in dioxane was added a 2 M aqueous Na2CO3 solution, followed by stirring at 90° C. for 15 hours. Water was added thereto, and the aqueous layer was extracted with EtOAc. The organic layer was dried over MgSO4 and then concentrated under reduced pressure. The residue was purified by medium-pressure preparative liquid chromatography (silica gel, YAMAZEN YFLC WPrep2XY, hexane:Et... Reactants: [H-].[Na+] (NaH), O (water), O=C1N(N=C2C1=CNC=1C=CC=CC21)C2=CC=C(C(=O)O)C=C2 (4-(3-oxo-3,5-dihydro-pyrazolo[4,3-c]quinolin-2-yl)-benzoic acid), ester, CI (MeI). Run in CN(C)C=O (DMF), CN(C)C=O (DMF). Product: CN1C=C2C(C=3C=CC=CC13)=NN(C2=O)C2=CC=C(C(=O)O)C=C2 (4-(5-methyl-3-oxo-3,5-dihydro-pyrazolo[4,3-c]quinolin-2-yl)-benzoic acid). The yield is 35.2%. Reaction SMILES: [O:1]=[C:2]1[C:6]2=[CH:7][NH:8][C:9]3[CH:10]=[CH:11][CH:12]=[CH:13][C:14]=3[C:5]2=[N:4][N:3]1[C:15]1[CH:23]=[CH:22][C:18]([C:19]([OH:21])=[O:20])=[CH:17][CH:16]=1.[H-].[Na+].[CH3:26]I.O>CN(C=O)C>[CH3:26][N:8]1[C:9]2[CH:10]=[CH:11][CH:12]=[CH:13][C:14]=2[C:5]2=[N:4][N:3]([C:15]3[CH:23]=[CH:22][C:18]([C:19]([OH:21])=[O:20])=[CH:17][CH:16]=3)[C:2](=[O:1])[C:6]2=[CH:7]1 |f:1.2|. Procedure: A suspension of 4-(3-oxo-3,5-dihydro-pyrazolo[4,3-c]quinolin-2-yl)-benzoic acid (0.050 g, 0.16 mmol) in DMF (1 ml) was added in small portions to a suspension of NaH (55%) (0.017 g, 0.39 mmol) in DMF (0.5 ml) under N2. The reaction was stirred at room temperature. After 1 h MeI (0.053 g, 0.38 mmol) was added. After additional 24 h water was added and the solid material (mainly consisting of ester product) was removed by filtration. The filtrate was acidified with 2M HCl. The precipitate was coll...